From a dataset of the Open Reaction Database (ORD), a public repository of structured organic reaction records. describe an organic reaction: reactants, conditions, products, and yield Reactants: NC1=NC=CC=C1OCC1=CC=C(C=C1)C (2-amino-3-(4-methylbenzyloxy)pyridine), ClC1=CC=C(C=C1)N=C=S (4chlorophenyl isothiocyanate), C1(=CC=CC=C1)C (toluene). Solvent: C(C)OCC (diethyl ether). Yields the product CC1=CC=C(COC=2C(=NC=CC2)NC(=S)NC2=CC=C(C=C2)Cl)C=C1 (N-[3-(4-Methylbenzyloxy)pyrid-2-yl]-N'-(4-chlorophenyl)thiourea). Reaction SMILES: [NH2:1][C:2]1[C:7]([O:8][CH2:9][C:10]2[CH:15]=[CH:14][C:13]([CH3:16])=[CH:12][CH:11]=2)=[CH:6][CH:5]=[CH:4][N:3]=1.[Cl:17][C:18]1[CH:23]=[CH:22][C:21]([N:24]=[C:25]=[S:26])=[CH:20][CH:19]=1.C1(C)C=CC=CC=1>C(OCC)C>[CH3:16][C:13]1[CH:12]=[CH:11][C:10]([CH2:9][O:8][C:7]2[C:2]([NH:1][C:25]([NH:24][C:21]3[CH:22]=[CH:23][C:18]([Cl:17])=[CH:19][CH:20]=3)=[S:26])=[N:3][CH:4]=[CH:5][CH:6]=2)=[CH:15][CH:14]=1. Procedure: A mixture of 2-amino-3-(4-methylbenzyloxy)pyridine (1.45 g, 0.0068 mol), 4chlorophenyl isothiocyanate (1.38 g, 0.008 mol) and toluene (10 ml) was refluxed for 3.5 hours, then cooled and treated with diethyl ether to induce crystallisation of the product. Yield 1.8 g (70%), m.p. 145°-147 ° C. Starting materials: CC(C)(C)OC(=O)N1CC2CCCCC(C1)C2C=O, O=C(O)c1ccccc1C(=O)OO, CCO, [Mg], O, O, O, O, O, O, O. Yields the product CC(C)(C)OC(=O)N1CC2CCCCC(C1)C2C(=O)O. RXN SMILES: [C:1]([CH3:2])([CH3:3])([CH3:4])[O:5][C:6](=[O:7])[N:8]1[CH2:9][CH:10]2[CH2:11][CH2:12][CH2:13][CH2:14][CH:15]([CH2:16]1)[CH:17]2[CH:18]=[O:19].[C:26]([O:27][OH:28])(=[O:29])[c:31]1[c:32]([C:37](=[O:30])[OH:38])[cH:33][cH:34][cH:35][cH:36]1.[CH3:40][CH2:41][OH:42].[Mg:39].[OH2:20].[OH2:21].[OH2:22].[OH2:23].[OH2:24].[OH2:25].[OH2:43]>>[C:1]([CH3:2])([CH3:3])([CH3:4])[O:5][C:6](=[O:7])[N:8]1[CH2:9][CH:10]2[CH2:11][CH2:12][CH2:13][CH2:14][CH:15]([CH2:16]1)[CH:17]2[C:18](=[O:19])[OH:30]. Reported procedure: A mixture of tert-butyl 3(R)-amino-4-oxo-2,3,4,5-tetrahydro-1,5-benzothiazepine-5-acetate (3.0 g), acetonitrile (100 ml), ethyl 6-(1-benzyloxycarbonyl-4-piperidyl)-2-chlorohexanoate (4.0 g), triethylamine (1.0 g) and potassium iodide (1.6 g) is stirred for 3 days at 80° C. Ethyl 6-(1-benzyloxycarbonyl-4-piperidyl)-2-chlorohexanoate (2.0 g) and potassium iodide (0.8 g) are added, and the stirring is continued for further 1 day at 80° C. The mixture is concentrated in vacuo, diluted with water (10... As a reaction SMILES: [NH2:1][C@@H:2]1[C:8](=[O:9])[N:7]([CH2:10][C:11]([O:13][C:14]([CH3:17])([CH3:16])[CH3:15])=[O:12])[C:6]2[CH:18]=[CH:19][CH:20]=[CH:21][C:5]=2[S:4][CH2:3]1.C(#N)C.[CH2:25]([O:32][C:33]([N:35]1[CH2:40][CH2:39][CH:38]([CH2:41][CH2:42][CH2:43][CH2:44][CH:45](Cl)[C:46]([O:48][CH2:49][CH3:50])=[O:47])[CH2:37][CH2:36]1)=[O:34])[C:26]1[CH:31]=[CH:30][CH:29]=[CH:28][CH:27]=1.[I-].[K+]>C(N(CC)CC)C>[CH2:25]([O:32][C:33]([N:35]1[CH2:36][CH2:37][CH:38]([CH2:41][CH2:42][CH2:43][CH2:44][C@@H:45]([NH:1][C@@H:2]2[C:8](=[O:9])[N:7]([CH2:10][C:11]([O:13][C:14]([CH3:16])([CH3:17])[CH3:15])=[O:12])[C:6]3[CH:18]=[CH:19][CH:20]=[CH:21][C:5]=3[S:4][CH2:3]2)[C:46]([O:48][CH2:49][CH3:50])=[O:47])[CH2:39][CH2:40]1)=[O:34])[C:26]1[CH:27]=[CH:28][CH:29]=[CH:30][CH:31]=1.[CH2:25]([O:32][C:33]([N:35]1[CH2:36][CH2:37][CH:38]([CH2:41][CH2:42][CH2:43][CH2:44][C@H:45]([NH:1][C@@H:2]2[C:8](=[O:9])[N:7]([CH2:10][C:11]([O:13][C:14]([CH3:16])([CH3:17])[CH3:15])=[O:12])[C:6]3[CH:18]=[CH:19][CH:20]=[CH:21][C:5]=3[S:4][CH2:3]2)[C:46]([O:48][CH2:49][CH3:50])=[O:47])[CH2:39][CH2:40]1)=[O:34])[C:26]1[CH:27]=[CH:28][CH:29]=[CH:30][CH:31]=1 |f:3.4|. Run in C(C)N(CC)CC (triethylamine). Product: C(C1=CC=CC=C1)OC(=O)N1CCC(CC1)CCCC[C@H](C(=O)OCC)N[C@H]1CSC2=C(N(C1=O)CC(=O)OC(C)(C)C)C=CC=C2 (tert-butyl 3(R)-[5-(1-benzyloxycarbonyl-4-piperidyl)-1(R)-ethoxycarbonylpentyl]amino-4-oxo-2,3,4,5-tetrahydro-1,5-benzothiazepine-5-acetate), C(C1=CC=CC=C1)OC(=O)N1CCC(CC1)CCCC[C@@H](C(=O)OCC)N[C@H]1CSC2=C(N(C1=O)CC(=O)OC(C)(C)C)C=CC=C2 (tert-butyl 3(R)-[5-(1-benzyloxycarbonyl-4-piperidyl)-1 (S)-ethoxycarbonylpentyl]amino-4-oxo-2,3,4,5-tetrahydro-1,5-benzothiazepine-5-acetate). Conditions: temperature 80 celsius, time 3 day. The reactants are N[C@H]1CSC2=C(N(C1=O)CC(=O)OC(C)(C)C)C=CC=C2 (tert-butyl 3(R)-amino-4-oxo-2,3,4,5-tetrahydro-1,5-benzothiazepine-5-acetate), C(C)#N (acetonitrile), C(C1=CC=CC=C1)OC(=O)N1CCC(CC1)CCCCC(C(=O)OCC)Cl (ethyl 6-(1-benzyloxycarbonyl-4-piperidyl)-2-chlorohexanoate), [I-].[K+] (potassium iodide), C(C1=CC=CC=C1)OC(=O)N1CCC(CC1)CCCCC(C(=O)OCC)Cl (Ethyl 6-(1-benzyloxycarbonyl-4-piperidyl)-2-chlorohexanoate), [I-].[K+] (potassium iodide). Starting materials: C(CCC)NC=1SC(=CN1)C(C(F)(F)F)(C(F)(F)F)O (2-[2-(butylamino)-1,3-thiazol-5-yl]-1,1,1,3,3,3-hexafluoropropan-2-ol), C(C)N=C=O (ethyl isocyanate). Solvent: C1=CC=CC=C1 (benzene), CCOC(=O)C (EtOAc). Yields the product C(CCC)N(C(=O)NCC)C=1SC(=CN1)C(C(F)(F)F)(C(F)(F)F)O (N-butyl-N′-ethyl-N-{5-[2,2,2-trifluoro-1-hydroxy-1-(trifluoromethyl)ethyl]-1,3-thiazol-2-yl}urea). Isolated yield 39.0%. As a reaction SMILES: [CH2:1]([NH:5][C:6]1[S:7][C:8]([C:11]([OH:20])([C:16]([F:19])([F:18])[F:17])[C:12]([F:15])([F:14])[F:13])=[CH:9][N:10]=1)[CH2:2][CH2:3][CH3:4].[CH2:21]([N:23]=[C:24]=[O:25])[CH3:22]>C1C=CC=CC=1.CCOC(C)=O>[CH2:1]([N:5]([C:6]1[S:7][C:8]([C:11]([OH:20])([C:12]([F:13])([F:14])[F:15])[C:16]([F:19])([F:17])[F:18])=[CH:9][N:10]=1)[C:24]([NH:23][CH2:21][CH3:22])=[O:25])[CH2:2][CH2:3][CH3:4]. Reported procedure: To a mixture of 2-[2-(butylamino)-1,3-thiazol-5-yl]-1,1,1,3,3,3-hexafluoropropan-2-ol (65 mg, 0.202 mmol) obtained from step 1 in benzene (2 ml) was added ethyl isocyanate (24 μL, 0.3 mmol) under a nitrogen atmosphere The reaction mixture was refluxed for 4 h. Solvent was removed under reduced pressure to obtain an oil, which was dissolved in EtOAc. The resulting solution was washed with H2O, saturated NaHCO3 and brine, and dried over MgSO4. The solvent was evaporated to yield a crude product wh... The reactants are CC(CC=O)(C)C (3,3-dimethylbutanal), 4A, NC[C@@H]1N(CCCC1)C(=O)OC(C)(C)C ((R)-tert-butyl 2-(aminomethyl)piperidine-1-carboxylate), [S-]C#N.[K+] (potassium thiocyanate), II (iodine), S(=O)(=O)([O-])S(=O)[O-].[Na+].[Na+] (sodium metabisulfite). Run in C(C)#N (acetonitrile). Run at time 12 hour. Yields the product C(C)(C)(C)C1=CN(C(S1)=N)C[C@@H]1N(CCCC1)C(=O)OC(C)(C)C ((R)-tert-butyl 2-((5-tert-butyl-2-iminothiazol-3(2H)-yl)methyl)piperidine-1-carboxylate). RXN SMILES: [CH3:1][C:2]([CH3:7])([CH3:6])[CH2:3][CH:4]=O.[NH2:8][CH2:9][C@H:10]1[CH2:15][CH2:14][CH2:13][CH2:12][N:11]1[C:16]([O:18][C:19]([CH3:22])([CH3:21])[CH3:20])=[O:17].[S-:23][C:24]#[N:25].[K+].II.S(S([O-])=O)([O-])(=O)=O.[Na+].[Na+]>C(#N)C>[C:2]([C:3]1[S:23][C:24](=[NH:25])[N:8]([CH2:9][C@H:10]2[CH2:15][CH2:14][CH2:13][CH2:12][N:11]2[C:16]([O:18][C:19]([CH3:22])([CH3:21])[CH3:20])=[O:17])[CH:4]=1)([CH3:7])([CH3:6])[CH3:1] |f:2.3,5.6.7|. Reported procedure: To a solution of 3,3-dimethylbutanal (439 mg, 4.39 mmol) in acetonitrile (8 mL) was added molecular sieves (4A beads, 8-12 mesh, 0.7 g) and (R)-tert-butyl 2-(aminomethyl)piperidine-1-carboxylate (940 mg, 4.39 mmol). The mixture was stirred for 12 hr at room temperature, filtered and washed with acetonitrile (5 mL). To this solution was added potassium thiocyanate (567 mg, 5.83 mmol) and the temperature was adjusted at 50° C. The reaction was stirred until all solids were dissolved then iodine (1...